This data is from the Open Reaction Database (ORD), a public repository of structured organic reaction records. The task is: describe an organic reaction: reactants, conditions, products, and yield Reactants: BrC1=CC2=C(N=C(S2)[C@@H]2C[C@H](C2)N2[C@@H](CCC2)C)C=C1 (Trans-6-bromo-2-{3-[(2R)-2-methylpyrrolidin-1-yl]cyclobutyl}-1,3-benzothiazole), COC1=NC=C(C=N1)B(O)O (2-methoxypyrimidine-5-boronic acid), N1=CN=CC(=C1)B(O)O (pyrimidine-5-boronic acid). Product: COC1=NC=C(C=N1)C1=CC2=C(N=C(S2)[C@@H]2C[C@H](C2)N2[C@H](CCC2)C)C=C1 (Trans-6-(2-methoxypyrimidin-5-yl)-2-{3-[(2S)-2-methylpyrrolidin-1-yl]cyclobutyl}-1,3-benzothiazole). As a reaction SMILES: Br[C:2]1[CH:20]=[CH:19][C:5]2[N:6]=[C:7]([C@H:9]3[CH2:12][C@H:11]([N:13]4[CH2:17][CH2:16][CH2:15][C@H:14]4[CH3:18])[CH2:10]3)[S:8][C:4]=2[CH:3]=1.[CH3:21][O:22][C:23]1[N:28]=[CH:27][C:26](B(O)O)=[CH:25][N:24]=1.N1C=C(B(O)O)C=NC=1>>[CH3:21][O:22][C:23]1[N:28]=[CH:27][C:26]([C:2]2[CH:20]=[CH:19][C:5]3[N:6]=[C:7]([C@H:9]4[CH2:12][C@H:11]([N:13]5[CH2:17][CH2:16][CH2:15][C@@H:14]5[CH3:18])[CH2:10]4)[S:8][C:4]=3[CH:3]=2)=[CH:25][N:24]=1. Procedure details: The title compound was prepared according to the procedure described in Example 1F, except for substituting the product of Example 11A for the product of Example 1E and substituting 2-methoxypyrimidine-5-boronic acid for pyrimidine-5-boronic acid. 1H NMR (500 MHz, CDCl3) δ ppm 8.77 (s, 2H) 8.08 (d, J=8.42 Hz, 1H) 7.98 (d, J=1.87 Hz, 1H) 7.60 (dd, J=8.58, 1.72 Hz, 1H) 4.09 (s, 3H) 3.84-3.98 (m, 1H) 3.47-3.65 (m, 1H) 2.99-3.18 (m, 1H) 2.66-2.80 (m, 2H) 2.44-2.62 (m, 2H) 2.27-2.44 (m, 1H) 1.92-2.04... The reactants are BrCc1ccccc1, CC(C)(C)OC(=O)N1CCC(CCC(=O)O)CC1, [K+], [K+], O=C([O-])[O-], CN(C)C=O. The product is CC(C)(C)OC(=O)N1CCC(CCC(=O)OCc2ccccc2)CC1. RXN SMILES: [Br:1][CH2:2][c:3]1[cH:4][cH:5][cH:6][cH:7][cH:8]1.[C:9]([CH3:10])([CH3:11])([CH3:12])[O:13][C:14](=[O:15])[N:16]1[CH2:17][CH2:18][CH:19]([CH2:22][CH2:23][C:24](=[O:25])[OH:26])[CH2:20][CH2:21]1.[K+:27].[K+:28].[O-:29][C:30]([O-:31])=[O:32].[O:33]=[CH:34][N:35]([CH3:36])[CH3:37]>>[CH2:2]([c:3]1[cH:4][cH:5][cH:6][cH:7][cH:8]1)[O:26][C:24]([CH2:23][CH2:22][CH:19]1[CH2:18][CH2:17][N:16]([C:14]([O:13][C:9]([CH3:10])([CH3:11])[CH3:12])=[O:15])[CH2:21][CH2:20]1)=[O:25]. Starting materials: ClC1=CC(=C(C=C1)/C=C/C(=O)OC)C(F)(F)F ((E)-methyl 3-(4-chloro-2-(trifluoromethyl)phenyl)acrylate), [H][H] (hydrogen). Reagents/catalysts: [Pd] (palladium on charcoal). Solvent: C(C)(=O)OCC (ethyl acetate). The product is ClC1=CC(=C(C=C1)CCC(=O)OC)C(F)(F)F (methyl 3-(4-chloro-2-(trifluoromethyl)-phenyl)propanoate). The yield is 99.2%. Reaction SMILES: [Cl:1][C:2]1[CH:7]=[CH:6][C:5](/[CH:8]=[CH:9]/[C:10]([O:12][CH3:13])=[O:11])=[C:4]([C:14]([F:17])([F:16])[F:15])[CH:3]=1.[H][H]>[Pd].C(OCC)(=O)C>[Cl:1][C:2]1[CH:7]=[CH:6][C:5]([CH2:8][CH2:9][C:10]([O:12][CH3:13])=[O:11])=[C:4]([C:14]([F:15])([F:16])[F:17])[CH:3]=1. Procedure: A mixture of (E)-methyl 3-(4-chloro-2-(trifluoromethyl)phenyl)acrylate (5 g) and palladium on charcoal (10%, dry, 2 g) in ethyl acetate (50 ml) was stirred under balloon hydrogen pressure for 3 hours. After filtration, filtrate was concentrated to give methyl 3-(4-chloro-2-(trifluoromethyl)-phenyl)propanoate (5 g). Reactants: [N+](=[N-])=C1C(=CC(C=C1)=O)OC (4-diazo-3-methoxy-2,5-cyclohexadien-1-one), COC=1C=C(C=CC1)O (m-methoxyphenol), N([O])(S(=O)(=O)[O-])S(=O)(=O)[O-].[K+].[K+] (potassium nitrosodisulfonate), [K] (potassium), CC(=O)C (acetone). Product: COC=1C(C=CC(C1)=O)=O (2-methoxy-p-benzoquinone), C1(=CC=C(C=C1)S(=O)(=O)NN)C (p-toluenesulfonhydrazide). RXN SMILES: [N+:1](=[C:3]1[CH:8]=[CH:7][C:6](=[O:9])[CH:5]=[C:4]1[O:10][CH3:11])=[N-:2].C[O:13][C:14]1[CH:15]=[C:16](O)[CH:17]=[CH:18][CH:19]=1.N(S([O-])(=O)=O)([S:23]([O-:26])(=O)=[O:24])[O].[K+].[K+].[K].[CH3:34]C(C)=O>>[CH3:11][O:10][C:4]1[C:3](=[O:13])[CH:8]=[CH:7][C:6](=[O:9])[CH:5]=1.[C:19]1([CH3:34])[CH:18]=[CH:17][C:16]([S:23]([NH:1][NH2:2])(=[O:26])=[O:24])=[CH:15][CH:14]=1 |f:2.3.4,^1:29,32|. Procedure: Alternatively, 4-diazo-3-methoxy-2,5-cyclohexadien-1-one can be synthesized chemically. First, 2-methoxy-p-benzoquinone is synthesized by the addition of m-methoxyphenol in acetone to an aqueous solution of potassium nitrosodisulfonate and potassium monobasic phosphate. On treatment of 2-methoxy-p-benzoquinone with p-toluenesulfonhydrazide, the antibiotic is produced. Purification of the product from the reaction mixture is accomplished by chromatography on a silica gel column with chloroform:me... Starting materials: resultant mixture, C(C)(=O)O (acetic acid), C(C)OC(C(C)OC1=CC=C(C=C1)C(F)(F)F)=O (2-(4-trifluoromethyl-phenoxy)-propionic acid ethyl ester), C(C1=CC=CC=C1)OC=1C=C(C=O)C=CC1 (3-benzyloxybenzaldehyde). Solvent: C1CCOC1 (THF), [NH4+].[Cl-] (NH4Cl), C1CCOC1 (THF), C1CCOC1 (THF). Run at temperature -78 celsius, time 5 minute. The product is C(C)OC(C(C(O)C1=CC(=CC=C1)OCC1=CC=CC=C1)(OC1=CC=C(C=C1)C(F)(F)F)C)=O (3-(3-benzyloxy-phenyl)-3-hydroxy-2-methyl-2-(4-trifluoromethyl-phenoxy)-propionic acid ethyl ester). The yield is 48.3%. Reaction SMILES: [CH2:1]([O:3][C:4](=[O:18])[CH:5]([O:7][C:8]1[CH:13]=[CH:12][C:11]([C:14]([F:17])([F:16])[F:15])=[CH:10][CH:9]=1)[CH3:6])[CH3:2].[CH2:19]([O:26][C:27]1[CH:28]=[C:29]([CH:32]=[CH:33][CH:34]=1)[CH:30]=[O:31])[C:20]1[CH:25]=[CH:24][CH:23]=[CH:22][CH:21]=1.C(O)(=O)C>C1COCC1.[NH4+].[Cl-]>[CH2:1]([O:3][C:4](=[O:18])[C:5]([CH3:6])([O:7][C:8]1[CH:13]=[CH:12][C:11]([C:14]([F:16])([F:15])[F:17])=[CH:10][CH:9]=1)[CH:30]([C:29]1[CH:32]=[CH:33][CH:34]=[C:27]([O:26][CH2:19][C:20]2[CH:21]=[CH:22][CH:23]=[CH:24][CH:25]=2)[CH:28]=1)[OH:31])[CH3:2] |f:4.5|. Procedure details: A −78° C. solution of 2-(4-trifluoromethyl-phenoxy)-propionic acid ethyl ester (10.0 g, 38.1 mmol) in THF (80 mL) was transferred via cannula to a −78° C. solution of 1.5 M LDA-THF complex (45.8 mL, 68.7 mmol) in THF (80 mL). The resultant mixture was stirred for 5 minutes at −78° C. and then 3-benzyloxybenzaldehyde (7.3 g, 34.4 mmol) was added in one portion and the reaction mixture stirred at −78° C. for 5 minutes and was then was quenched with a −78° C. THF solution of acetic acid (6.82 g, 11...